This data is from the Open Reaction Database (ORD), a public repository of structured organic reaction records. The task is: describe an organic reaction: reactants, conditions, products, and yield Starting materials: CC(=O)OCC(=O)C1(O)C(C)CC2C3CC(F)C4=CC(=O)CCC4(C)C3=CCC21C, O=C([O-])[O-], CO, [K+], [K+]. Product: CC1CC2C3CC(F)C4=CC(=O)CCC4(C)C3=CCC2(C)C1(O)C(=O)CO. RXN SMILES: [C:1](=[O:2])([CH3:3])[O:4][CH2:5][C:6]([C:7]1([OH:29])[CH:8]([CH3:28])[CH2:9][CH:10]2[CH:11]3[CH2:12][CH:13]([F:27])[C:14]4=[CH:15][C:16](=[O:26])[CH2:17][CH2:18][C:19]4([CH3:20])[C:21]3=[CH:22][CH2:23][C:24]12[CH3:25])=[O:30].[C:31](=[O:32])([O-:33])[O-:34].[CH3:37][OH:38].[K+:35].[K+:36]>>[OH:4][CH2:5][C:6]([C:7]1([OH:29])[CH:8]([CH3:28])[CH2:9][CH:10]2[CH:11]3[CH2:12][CH:13]([F:27])[C:14]4=[CH:15][C:16](=[O:26])[CH2:17][CH2:18][C:19]4([CH3:20])[C:21]3=[CH:22][CH2:23][C:24]12[CH3:25])=[O:30].